From a dataset of the Open Reaction Database (ORD), a public repository of structured organic reaction records. describe an organic reaction: reactants, conditions, products, and yield Reactants: CS(=O)(=O)Cl, CCOC(C)=O, CC(=O)Nc1ccc(NC(=S)Nc2cc(Cl)c(OCCO)c(Cl)c2)cc1, C1CCOC1, c1ccncc1. The product is CC(=O)Nc1ccc(NC(=S)Nc2cc(Cl)c(OCCOS(C)(=O)=O)c(Cl)c2)cc1. Reaction SMILES: [CH3:27][S:28]([Cl:29])(=[O:30])=[O:31].[CH3:43][CH2:44][O:45][C:46](=[O:47])[CH3:48].[Cl:1][c:2]1[cH:3][c:4]([NH:13][C:14]([NH:15][c:16]2[cH:17][cH:18][c:19]([NH:22][C:23]([CH3:24])=[O:25])[cH:20][cH:21]2)=[S:26])[cH:5][c:6]([Cl:12])[c:7]1[O:8][CH2:9][CH2:10][OH:11].[O:38]1[CH2:39][CH2:40][CH2:41][CH2:42]1.[cH:32]1[cH:33][cH:34][n:35][cH:36][cH:37]1>>[Cl:1][c:2]1[cH:3][c:4]([NH:13][C:14]([NH:15][c:16]2[cH:17][cH:18][c:19]([NH:22][C:23]([CH3:24])=[O:25])[cH:20][cH:21]2)=[S:26])[cH:5][c:6]([Cl:12])[c:7]1[O:8][CH2:9][CH2:10][O:11][S:28]([CH3:27])(=[O:30])=[O:31]. Reported procedure: 4-Chloro-6,7-dimethoxyquinoline (229 mg), 3-hydroxy-2-iodo-6-methylpyridine (486 mg), and 4-dimethylaminopyridine (390 mg) were suspended in o-dichlorobenzene (5 ml), and the suspension was stirred at 140° C. overnight. The reaction solution was cooled to room temperature and was then purified by column chromatography using acetone-chloroform to give the title compound (47 mg, yield 11%). Product: IC1=NC(=CC=C1OC1=CC=NC2=CC(=C(C=C12)OC)OC)C (4-[(2-Iodo-6-methyl-3-pyridyl)oxy]-6,7-dimethoxy-quinoline). Solvent: ClC1=C(C=CC=C1)Cl (o-dichlorobenzene). RXN SMILES: Cl[C:2]1[C:11]2[C:6](=[CH:7][C:8]([O:14][CH3:15])=[C:9]([O:12][CH3:13])[CH:10]=2)[N:5]=[CH:4][CH:3]=1.[OH:16][C:17]1[C:18]([I:24])=[N:19][C:20]([CH3:23])=[CH:21][CH:22]=1>CN(C)C1C=CN=CC=1.ClC1C=CC=CC=1Cl>[I:24][C:18]1[C:17]([O:16][C:2]2[C:11]3[C:6](=[CH:7][C:8]([O:14][CH3:15])=[C:9]([O:12][CH3:13])[CH:10]=3)[N:5]=[CH:4][CH:3]=2)=[CH:22][CH:21]=[C:20]([CH3:23])[N:19]=1. Yield: 10.9%. Reactants: ClC1=CC=NC2=CC(=C(C=C12)OC)OC (4-Chloro-6,7-dimethoxyquinoline), OC=1C(=NC(=CC1)C)I (3-hydroxy-2-iodo-6-methylpyridine). Conditions: temperature 140 celsius, time 8 hour. Reagents/catalysts: CN(C1=CC=NC=C1)C (4-dimethylaminopyridine). Reactants: O=C([O-])[O-], CC(O)(c1ccc(N2CCN(S(=O)(=O)c3cccs3)CC2COS(C)(=O)=O)cc1)C(F)(F)F, CC#N, CCOC(C)=O, CC(C)C1NCCNC1=O, [K+], [K+]. The product is CC(C)C1C(=O)NCCN1CC1CN(S(=O)(=O)c2cccs2)CCN1c1ccc(C(C)(O)C(F)(F)F)cc1. RXN SMILES: [C:44](=[O:45])([O-:46])[O-:47].[CH3:1][S:2]([O:3][CH2:6][CH:7]1[N:8]([c:21]2[cH:22][cH:23][c:24]([C:27]([C:28]([F:29])([F:30])[F:31])([CH3:32])[OH:33])[cH:25][cH:26]2)[CH2:9][CH2:10][N:11]([S:13](=[O:14])(=[O:15])[c:16]2[s:17][cH:18][cH:19][cH:20]2)[CH2:12]1)(=[O:4])=[O:5].[CH3:50][C:51]#[N:52].[CH3:53][CH2:54][O:55][C:56]([CH3:57])=[O:58].[CH:34]([CH3:35])([CH3:36])[CH:37]1[C:38](=[O:43])[NH:39][CH2:40][CH2:41][NH:42]1.[K+:48].[K+:49]>>[CH2:6]([CH:7]1[N:8]([c:21]2[cH:22][cH:23][c:24]([C:27]([C:28]([F:29])([F:30])[F:31])([CH3:32])[OH:33])[cH:25][cH:26]2)[CH2:9][CH2:10][N:11]([S:13](=[O:14])(=[O:15])[c:16]2[s:17][cH:18][cH:19][cH:20]2)[CH2:12]1)[N:42]1[CH:37]([CH:34]([CH3:35])[CH3:36])[C:38](=[O:43])[NH:39][CH2:40][CH2:41]1. The reactants are solution, FC(C(=O)C1=CC=CC=C1)(F)F (trifluoroacetophenone), C(C)(=O)OCC (ethyl acetate), Cl (hydrochloric acid). Solvent: O1CCCC1 (tetrahydrofuran), C1CCOC1 (THF). Conditions: time 4 hour. The product is FC(C(CC(=O)OCC)(C1=CC=CC=C1)O)(F)F (ethyl trifluoro-3-hydroxy-3-phenylbutanoate). The yield is 97.0%. Reaction SMILES: [F:1][C:2]([F:12])([F:11])[C:3]([C:5]1[CH:10]=[CH:9][CH:8]=[CH:7][CH:6]=1)=[O:4].Cl.[C:14]([O:17][CH2:18][CH3:19])(=[O:16])[CH3:15]>O1CCCC1>[F:1][C:2]([F:11])([F:12])[C:3]([OH:4])([C:5]1[CH:10]=[CH:9][CH:8]=[CH:7][CH:6]=1)[CH2:15][C:14]([O:17][CH2:18][CH3:19])=[O:16]. Procedure: Under argon atmosphere, 20 mL (10.7 mmol, 2 equivalents) of the solution of ethyl bromozincacetate in tetrahydrofuran obtained in Example 43 was added dropwise to a solution of 0.75 mL (5.35 mmol) of trifluoroacetophenone in 2.75 mL of THF at 7˜9° C. The mixture was stirred at 4˜5° C. for 4 hours. 10 mL of 1N hydrochloric acid was added dropwise at 20° C. or lower, followed by dilution with 30 mL of ethyl acetate. Then, the layers were separated. The organic layer was washed successively with 5 ... Starting materials: ClN1C(CCC1=O)=O (N-Chlorosuccinimide), CC(C(=O)O[C@H]1C[C@@H](O[C@@H]1COC(C(C)C)=O)N1C=CC2=C1N=C(N=C2OC)NC=O)C (7-[2-Deoxy-3,5-di-O-(2-methylpropionyl)-β-D-erythropentofuranosyl]-4-methoxy-2-[(formyl) amino] -7H-pyrrolo [2, 3-d]-pyrimidine). Run in C(Cl)Cl (CH2Cl2). Reaction conditions: time 20 hour. Yields the product ClC1=CN(C=2N=C(N=C(C21)OC)NC=O)[C@H]2C[C@H](OC(C(C)C)=O)[C@H](O2)COC(C(C)C)=O (5-Chloro-7-[2-deoxy-3,5-di-O-(2-methylpropionyl)-β-D-erythropentofuranosyl]-2-[(formyl)amino]-4-methoxy-7H-pyrrolo[2,3-d]pyrimidine). Yield: 71.1%. Reaction SMILES: [Cl:1]N1C(=O)CCC1=O.[CH3:9][CH:10]([CH3:40])[C:11]([O:13][C@@H:14]1[C@@H:18]([CH2:19][O:20][C:21](=[O:25])[CH:22]([CH3:24])[CH3:23])[O:17][C@@H:16]([N:26]2[C:30]3[N:31]=[C:32]([NH:37][CH:38]=[O:39])[N:33]=[C:34]([O:35][CH3:36])[C:29]=3[CH:28]=[CH:27]2)[CH2:15]1)=[O:12]>C(Cl)Cl>[Cl:1][C:28]1[C:29]2[C:34]([O:35][CH3:36])=[N:33][C:32]([NH:37][CH:38]=[O:39])=[N:31][C:30]=2[N:26]([C@@H:16]2[O:17][C@H:18]([CH2:19][O:20][C:21](=[O:25])[CH:22]([CH3:23])[CH3:24])[C@@H:14]([O:13][C:11](=[O:12])[CH:10]([CH3:40])[CH3:9])[CH2:15]2)[CH:27]=1. Procedure: N-Chlorosuccinimide (87 mg, 0.67 mmol) is added to a solution of compound (18) (300 mg, 0.67 mmol in 5 ml of DMF). After it has been stirred (at room temperature for 20 h), the solution is added to a mixture of CH2Cl2 /5% aq. NaHCO3 (50 ml, 9:1). The organic layer is separated off, washed with water, dried over Na2SO4, filtered and evaporated. The evaporated residue is dissolved in CH2Cl2 and this solution is chromatographed on silica gel (column: 5×20 cm, CH2Cl2 /acetone, 95:5). The main zone i... The reactants are COC=1C(=NC=C(C1OCC1=CC=C(C=C1)OC)OC)C#CC=1C=NN(C1)C (3,5-dimethoxy-4-(4-methoxy-benzyloxy)-2-(1-methyl-1H-pyrazol-4-ylethynyl)pyridine), F[B-](F)(F)F.[IH2+].N1=CC=CC=C1.N1=CC=CC=C1 (bispyridine iodonium tetrafluoroborate). Solvent: C1CCOC1 (THF). Yields the product IC1=C(OC=2C1=NC=C(C2OCC2=CC=C(C=C2)OC)OC)C=2C=NN(C2)C (3-Iodo-6-methoxy-7-(4-methoxy-benzyloxy)-2-(1-methyl-1H-pyrazol-4-yl)-furo[3,2-b]pyridine). Isolated yield 63.0%. Reaction SMILES: C[O:2][C:3]1[C:4]([C:21]#[C:22][C:23]2[CH:24]=[N:25][N:26]([CH3:28])[CH:27]=2)=[N:5][CH:6]=[C:7]([O:19][CH3:20])[C:8]=1[O:9][CH2:10][C:11]1[CH:16]=[CH:15][C:14]([O:17][CH3:18])=[CH:13][CH:12]=1.F[B-](F)(F)F.[IH2+:34].N1C=CC=CC=1.N1C=CC=CC=1>C1COCC1>[I:34][C:21]1[C:4]2=[N:5][CH:6]=[C:7]([O:19][CH3:20])[C:8]([O:9][CH2:10][C:11]3[CH:16]=[CH:15][C:14]([O:17][CH3:18])=[CH:13][CH:12]=3)=[C:3]2[O:2][C:22]=1[C:23]1[CH:24]=[N:25][N:26]([CH3:28])[CH:27]=1 |f:1.2.3.4|. Procedure: To a stirred solution of 3,5-dimethoxy-4-(4-methoxy-benzyloxy)-2-(1-methyl-1H-pyrazol-4-ylethynyl)pyridine (80 mg, 0.21 mmol) in dry THF (2 ml) was added bispyridine iodonium tetrafluoroborate (94 mg, 0.25 mmol) and the reaction was refluxed for 0.5 hours. After cooling, the reaction was quenched with 10% Na2S2O3 (aq) and extracted with EtOAc. The organic layer was washed with brine, dried over MgSO4 and concentrated onto silica-gel under reduced pressure. The solid residue was purified by flash... The reactants are C(C)(=O)OC[C@@H]1[C@H](C[C@@H](O1)N1C(=O)NC(=O)C(C)=C1)F (1-(5-O-acetyl-3-fluoro-2,3-dideoxy-β-D-erythro -pentofuranosyl)thymine), C[O-].[Na+] (NaOMe). The solvent is CO (MeOH). Reaction conditions: time 2 hour. Yields the product F[C@H]1C[C@@H](O[C@@H]1CO)N1C(=O)NC(=O)C(C)=C1 (1-(3-fluoro-2,3-dideoxy-β-D-erythro-pentofuranosyl)thymine). Yield: 84.9%. As a reaction SMILES: C([O:4][CH2:5][C@H:6]1[O:10][C@@H:9]([N:11]2[CH:19]=[C:17]([CH3:18])[C:15](=[O:16])[NH:14][C:12]2=[O:13])[CH2:8][C@@H:7]1[F:20])(=O)C.C[O-].[Na+]>CO>[F:20][C@@H:7]1[C@@H:6]([CH2:5][OH:4])[O:10][C@@H:9]([N:11]2[CH:19]=[C:17]([CH3:18])[C:15](=[O:16])[NH:14][C:12]2=[O:13])[CH2:8]1 |f:1.2|. Reported procedure: To a round-bottomed flask equipped with a magnetic spinbar and rubber septum was added 40 mg (0.1399 mmoles) 1-(5-O-acetyl-3-fluoro-2,3-dideoxy-β-D-erythro -pentofuranosyl)thymine, 9.1 mg (0.1679 mmoles) NaOMe powder and MeOH (1.4 mL). The mixture was allowed to stir for @2 hours at room temperature. The solvent was removed in vacuo and the resulting residue was purified by silica gel flash-chromatography to yield 1-(3-fluoro-2,3-dideoxy-β-D-erythro-pentofuranosyl)thymine (85%, 29 mg) as a white... Starting materials: C1(=CC=CC=C1)[C@H]1[C@@H](C1)N=C=O (trans-2-phenylcyclopropyl isocyanate), NCCCN1C(=NC=2C(=NC(=C(C21)C)C)N)COCC (1-(3-aminopropyl)-2-(ethoxymethyl)-6,7-dimethyl-1H-imidazo[4,5-c]pyridin-4-amine). Product: NC1=NC(=C(C2=C1N=C(N2CCCNC(=O)N[C@H]2[C@@H](C2)C2=CC=CC=C2)COCC)C)C (N-{3-[4-amino-2-(ethoxymethyl)-6,7-dimethyl-1H-imidazo[4,5-c]pyridin-1-yl]propyl}-N′-[(1R*,2S*)-2-phenylcyclopropyl]urea). RXN SMILES: [C:1]1([C@@H:7]2[CH2:9][C@H:8]2[N:10]=[C:11]=[O:12])[CH:6]=[CH:5][CH:4]=[CH:3][CH:2]=1.[NH2:13][CH2:14][CH2:15][CH2:16][N:17]1[C:25]2[C:24]([CH3:26])=[C:23]([CH3:27])[N:22]=[C:21]([NH2:28])[C:20]=2[N:19]=[C:18]1[CH2:29][O:30][CH2:31][CH3:32]>>[NH2:28][C:21]1[C:20]2[N:19]=[C:18]([CH2:29][O:30][CH2:31][CH3:32])[N:17]([CH2:16][CH2:15][CH2:14][NH:13][C:11]([NH:10][C@@H:8]3[CH2:9][C@H:7]3[C:1]3[CH:6]=[CH:5][CH:4]=[CH:3][CH:2]=3)=[O:12])[C:25]=2[C:24]([CH3:26])=[C:23]([CH3:27])[N:22]=1. Procedure: Using the method of Examples 94-105, trans-2-phenylcyclopropyl isocyanate was reacted with 1-(3-aminopropyl)-2-(ethoxymethyl)-6,7-dimethyl-1H-imidazo[4,5-c]pyridin-4-amine to provide the desired compound. The observed accurate mass was 437.2674.